Dataset: the Open Reaction Database (ORD), a public repository of structured organic reaction records. Task: describe an organic reaction: reactants, conditions, products, and yield Starting materials: CC(C)=CC(=O)Nc1cccc(Br)c1, CI, CS(C)=O, [K+], [OH-]. Yields the product CC(C)=CC(=O)N(C)c1cccc(Br)c1. As a reaction SMILES: [Br:3][c:4]1[cH:5][c:6]([NH:10][C:11]([CH:12]=[C:13]([CH3:14])[CH3:15])=[O:16])[cH:7][cH:8][cH:9]1.[CH3:17][I:18].[CH3:19][S:20](=[O:21])[CH3:22].[K+:2].[OH-:1]>>[Br:3][c:4]1[cH:5][c:6]([N:10]([C:11]([CH:12]=[C:13]([CH3:14])[CH3:15])=[O:16])[CH3:17])[cH:7][cH:8][cH:9]1.